From a dataset of the Open Reaction Database (ORD), a public repository of structured organic reaction records. describe an organic reaction: reactants, conditions, products, and yield Reactants: FC(C(=O)O)(F)F (trifluoroacetic acid), C1(=CC=CC=C1)OC (anisole), C(C)OCC (diethyl ether), C(C1=CC=CC=C1)(C1=CC=CC=C1)(C1=CC=CC=C1)NC=1SC=C(N1)/C(/C(=O)N[C@H]1[C@@H]2N(C(=C(CS2)S\C=C/C(=O)OC)C(=O)OCC2=CC=C(C=C2)OC)C1=O)=N/OCC1=C(C=C(C=C1)OC)OC (4-methoxybenzyl 7β-{2-(2-tritylaminothiazol-4yl)-2-[(Z)-2,4-dimethoxybenzyloxyimino]acetamido}-3-[(Z)-2-methoxycarbonylvinylthio]-3-cephem-4-carboxylate). Solvent: CCCCCC (n-hexane). Run at time 40 minute. The product is FC(C(=O)O)(F)F.NC=1SC=C(N1)/C(/C(=O)N[C@H]1[C@@H]2N(C(=C(CS2)S\C=C/C(=O)OC)C(=O)O)C1=O)=N/O (7β-{2-(2-aminothiazol-4-yl)-2-[(Z)-hydroxyimino]acetamido}-3-[(Z)-2-methoxycarbonylvinylthio]-3-cephem-4-carboxylic acid trifluoroacetate). As a reaction SMILES: [F:1][C:2]([F:7])([F:6])[C:3]([OH:5])=[O:4].C1(OC)C=CC=CC=1.C([NH:35][C:36]1[S:37][CH:38]=[C:39](/[C:41](=[N:73]/[O:74]CC2C=CC(OC)=CC=2OC)/[C:42]([NH:44][C@@H:45]2[C:71](=[O:72])[N:47]3[C:48]([C:59]([O:61]CC4C=CC(OC)=CC=4)=[O:60])=[C:49]([S:52]/[CH:53]=[CH:54]\[C:55]([O:57][CH3:58])=[O:56])[CH2:50][S:51][C@H:46]23)=[O:43])[N:40]=1)(C1C=CC=CC=1)(C1C=CC=CC=1)C1C=CC=CC=1.C(OCC)C>CCCCCC>[F:1][C:2]([F:7])([F:6])[C:3]([OH:5])=[O:4].[NH2:35][C:36]1[S:37][CH:38]=[C:39](/[C:41](=[N:73]/[OH:74])/[C:42]([NH:44][C@@H:45]2[C:71](=[O:72])[N:47]3[C:48]([C:59]([OH:61])=[O:60])=[C:49]([S:52]/[CH:53]=[CH:54]\[C:55]([O:57][CH3:58])=[O:56])[CH2:50][S:51][C@H:46]23)=[O:43])[N:40]=1 |f:5.6|. Reported procedure: To a mixture of 3.5 ml of trifluoroacetic acid and 0.7 ml of anisole was added under ice-cooling 250 mg (0.25 mM) of 4-methoxybenzyl 7β-{2-(2-tritylaminothiazol-4yl)-2-[(Z)-2,4-dimethoxybenzyloxyimino]acetamido}-3-[(Z)-2-methoxycarbonylvinylthio]-3-cephem-4-carboxylate, and the mixture was stirred for 40 minutes and then at room temperature for 10 minutes. After the reaction, the reaction solution was slowly added dropwise to a mixture of diethyl ether and n-hexane (1:2, 30 ml), and the formed c... Reactants: N1C=CC2=CC=CC=C12 (indole), N1C=CC2=CC=CC=C12 (indole), N[C@@H](CC1=CNC2=CC=CC=C12)C(=O)O (Trp), N[C@@H](CC1=CNC2=CC=CC=C12)C(=O)O (Trp), N[C@@H](CC1=CNC2=CC=CC=C12)C(=O)O (Trp), N[C@@H](C)C(=O)O (Ala), N[C@@H](CC1=CNC2=CC=CC=C12)C(=O)O (Trp), N[C@@H](CC1=CNC2=CC=CC=C12)C(=O)O (Trp), N1C=CC2=CC=CC=C12 (indole), N[C@@H](C)C(=O)O (Ala), N1C=CC2=CC=CC=C12 (indole), N1C=CC2=CC=CC=C12 (indole). Product: N[C@@H](CC1=CNC2=CC=CC=C12)C(=O)N[C@H](C)C(=O)O (Trp-(D)-Ala). As a reaction SMILES: N1C2C(=CC=CC=2)C=C1.[NH2:10][C@H:11]([C:13]([OH:15])=[O:14])[CH3:12].[NH2:16][C@H:17]([C:28](O)=[O:29])[CH2:18][C:19]1[C:27]2[C:22](=[CH:23][CH:24]=[CH:25][CH:26]=2)[NH:21][CH:20]=1>>[NH2:16][C@H:17]([C:28]([NH:10][C@@H:11]([C:13]([OH:15])=[O:14])[CH3:12])=[O:29])[CH2:18][C:19]1[C:27]2[C:22](=[CH:23][CH:24]=[CH:25][CH:26]=2)[NH:21][CH:20]=1. Procedure: NMR (1H) in DMSO-d6 10.88 (1H, s) NH indole, 8.20 (1H, broad s) NH Ala, 7.58 (1H, d) H4 indole, 7.32 (1H, d) H7 indole, 7.16 (1H, s) H2 indole, 7.05 (1H, t) H6 indole, 6.97 (1H, t) H5 indole, 4.05 (1H, broad q) Hα Ala, 3.73 (1H, dd) Hα Trp, 3.12 (1H, dd) HβA Trp, 2.88 (1H, dd) HβB Trp, 1.12 (1H, t) CH3 Ala Reactants: C(C1=CC=CC=C1)OC1=CC=C(O[Si](C2=CC=CC=C2)(C2=CC=CC=C2)C(C)(C)C)C=C1 ((4-Benzyloxy-phenoxy)-tert-butyl-diphenyl-silane), C(C)O (ethanol), C1=CCCCC1 (cyclohexene). The reagents and catalysts are [Pd] (Palladium on carbon). Product: C(C)(C)(C)[Si](C1=CC=CC=C1)(C1=CC=CC=C1)OC1=CC=C(C=C1)OCC1OC1 (tert-Butyl-(4-oxiranylmethoxy-phenoxy)-diphenyl-silane). Reaction SMILES: [CH2:1]([O:8][C:9]1[CH:32]=[CH:31][C:12]([O:13][Si:14]([C:27]([CH3:30])([CH3:29])[CH3:28])([C:21]2[CH:26]=[CH:25][CH:24]=[CH:23][CH:22]=2)[C:15]2[CH:20]=[CH:19][CH:18]=[CH:17][CH:16]=2)=[CH:11][CH:10]=1)[C:2]1[CH:7]=CC=CC=1.C1CCCCC=1.C([OH:41])C>[Pd]>[C:27]([Si:14]([O:13][C:12]1[CH:11]=[CH:10][C:9]([O:8][CH2:1][CH:2]2[CH2:7][O:41]2)=[CH:32][CH:31]=1)([C:21]1[CH:22]=[CH:23][CH:24]=[CH:25][CH:26]=1)[C:15]1[CH:20]=[CH:19][CH:18]=[CH:17][CH:16]=1)([CH3:28])([CH3:30])[CH3:29]. Procedure details: (4-Benzyloxy-phenoxy)-tert-butyl-diphenyl-silane (32.5 g, 67 mmol) was dissolved in ethanol. 10% Palladium on carbon (3.0 g) was added followed by cyclohexene (100 mL). The mixture was heated at reflux for 16 hours. The reaction was cooled to room temperature and filtered through Celite. The solvent was removed in vacuo to yield the title compound (22.0 g, 63 mmol). Reactants: C(C(=O)O)(=O)O (oxalic acid), O1[C@@H](C1)COC1=C2C=CNC2=CC=C1 ((S)-(+)-4-(oxiranylmethoxy)-1H-indole), C1(=CC=CC=C1)C1CCNCC1 (4-phenylpiperidine), CO (methanol). Solvent: C(C)(=O)OCC (ethyl acetate), C(C)(=O)OCC (ethyl acetate). Yields the product C(C(=O)O)(=O)O.N1C=CC2=C(C=CC=C12)OC[C@H](CN1CCC(CC1)C1=CC=CC=C1)O ((2S)-(-)-1-(4-indolyloxy)-3-(4-phenylpiperidin-1-yl)-2-propanol ethanedioate). Reaction SMILES: [O:1]1[CH2:3][C@H:2]1[CH2:4][O:5][C:6]1[CH:14]=[CH:13][CH:12]=[C:11]2[C:7]=1[CH:8]=[CH:9][NH:10]2.[C:15]1([CH:21]2[CH2:26][CH2:25][NH:24][CH2:23][CH2:22]2)[CH:20]=[CH:19][CH:18]=[CH:17][CH:16]=1.[C:27]([OH:32])(=[O:31])[C:28]([OH:30])=[O:29].CO>C(OCC)(=O)C>[C:27]([OH:32])(=[O:31])[C:28]([OH:30])=[O:29].[NH:10]1[C:11]2[C:7](=[C:6]([O:5][CH2:4][C@@H:2]([OH:1])[CH2:3][N:24]3[CH2:25][CH2:26][CH:21]([C:15]4[CH:20]=[CH:19][CH:18]=[CH:17][CH:16]=4)[CH2:22][CH2:23]3)[CH:14]=[CH:13][CH:12]=2)[CH:8]=[CH:9]1 |f:5.6|. Procedure: The title compound was prepared in similar fashion from (S)-(+)-4-(oxiranylmethoxy)-1H-indole and 4-phenylpiperidine. The resulting free base was dissolved in ethyl acetate, and precipitated with one equivalent of oxalic acid in ethyl acetate in 80% overall yield. FDMS m/e=351 (M+ of free base). α[D]589 =-15.49 (c=0.86, methanol). Reactants: C(CCC)NC([C@@H](C[C@H]1[C@@H](N(C(O1)(C)C)C(=O)OC(C)(C)C)CC(CCO[Si](C1=CC=CC=C1)(C1=CC=CC=C1)C(C)(C)C)(C)C)CC=CC)=O (3-[N-tert-butoxycarbonyl-4(S)-(4-tert-butyl-diphenylsilyloxy-2,2-dimethylbutyl)-2,2-dimethyl-1,3-oxazolidin-5(S)-yl]-2(R)-but-2-enyl-propionic acid (N-butyl)amide), [F-] (fluoride). Solvent: O1CCCC1 (tetrahydrofuran), C(C)OCC (diethyl ether), O1CCCC1 (tetrahydrofuran). Reaction conditions: time 4 hour. Product: C(CCC)NC([C@@H](C[C@H]1[C@@H](N(C(O1)(C)C)C(=O)OC(C)(C)C)CC(CCO)(C)C)CC=CC)=O (3-[N-Tert-butoxycarbonyl-4(S)-(4-hydroxy-2,2-dimethylbutyl)-2,2-dimethyl-1,3-oxazolidin-5(S)-yl]-2(R)-but-2-enyl-propionic acid (N-butyl)amide). Reaction SMILES: [CH2:1]([NH:5][C:6](=[O:51])[C@H:7]([CH2:47][CH:48]=[CH:49][CH3:50])[CH2:8][C@@H:9]1[O:13][C:12]([CH3:15])([CH3:14])[N:11]([C:16]([O:18][C:19]([CH3:22])([CH3:21])[CH3:20])=[O:17])[C@H:10]1[CH2:23][C:24]([CH3:46])([CH3:45])[CH2:25][CH2:26][O:27][Si](C(C)(C)C)(C1C=CC=CC=1)C1C=CC=CC=1)[CH2:2][CH2:3][CH3:4].[F-]>O1CCCC1.C(OCC)C>[CH2:1]([NH:5][C:6](=[O:51])[C@H:7]([CH2:47][CH:48]=[CH:49][CH3:50])[CH2:8][C@@H:9]1[O:13][C:12]([CH3:15])([CH3:14])[N:11]([C:16]([O:18][C:19]([CH3:20])([CH3:21])[CH3:22])=[O:17])[C@H:10]1[CH2:23][C:24]([CH3:46])([CH3:45])[CH2:25][CH2:26][OH:27])[CH2:2][CH2:3][CH3:4]. Reported procedure: 474 mg of 3-[N-tert-butoxycarbonyl-4(S)-(4-tert-butyl-diphenylsilyloxy-2,2-dimethylbutyl)-2,2-dimethyl-1,3-oxazolidin-5(S)-yl]-2(R)-but-2-enyl-propionic acid (N-butyl)amide are dissolved in 5 ml of tetrahydrofuran, and 1.2 ml of a 1M tetraburylammonium fluoride solution in tetrahydrofuran are added at room temperature under argon. After 4 h, the reaction mixture is diluted with diethyl ether, washed with water and brine, dried (Na2SO4) and concentrated. Purification over silica gel (mobile phase... The reactants are C(C)OC1=NN(C=C1CCC(=O)OCC)CC1=CC=C(C=C1)OC1CCN(CC1)C1=NC=CC=C1 (ethyl 3-[3-ethoxy-1-[4-[1-(2-pyridyl)piperidine-4-yloxy]benzyl]-1H-pyrazole-4-yl]propionate), [OH-].[Na+] (sodium hydroxide), O1CCCC1 (tetrahydrofuran), C(C)O (ethanol). Solvent: Cl (hydrochloric acid). Conditions: time 3 hour. Yields the product C(C)OC1=NN(C=C1CCC(=O)O)CC1=CC=C(C=C1)OC1CCN(CC1)C1=NC=CC=C1 (3-[3-ethoxy-1-[4-[1-(2-pyridyl)piperidine-4-yloxy]benzyl]-1H-pyrazol-4-yl]propionic acid). The yield is 72.5%. RXN SMILES: [CH2:1]([O:3][C:4]1[C:8]([CH2:9][CH2:10][C:11]([O:13]CC)=[O:12])=[CH:7][N:6]([CH2:16][C:17]2[CH:22]=[CH:21][C:20]([O:23][CH:24]3[CH2:29][CH2:28][N:27]([C:30]4[CH:35]=[CH:34][CH:33]=[CH:32][N:31]=4)[CH2:26][CH2:25]3)=[CH:19][CH:18]=2)[N:5]=1)[CH3:2].[OH-].[Na+].O1CCCC1.C(O)C>Cl>[CH2:1]([O:3][C:4]1[C:8]([CH2:9][CH2:10][C:11]([OH:13])=[O:12])=[CH:7][N:6]([CH2:16][C:17]2[CH:18]=[CH:19][C:20]([O:23][CH:24]3[CH2:29][CH2:28][N:27]([C:30]4[CH:35]=[CH:34][CH:33]=[CH:32][N:31]=4)[CH2:26][CH2:25]3)=[CH:21][CH:22]=2)[N:5]=1)[CH3:2] |f:1.2|. Reported procedure: A mixture of ethyl 3-[3-ethoxy-1-[4-[1-(2-pyridyl)piperidine-4-yloxy]benzyl]-1H-pyrazole-4-yl]propionate (598 mg), 1 N aqueous sodium hydroxide solution (2.5 ml), tetrahydrofuran (5 ml), and ethanol (5 ml) was stirred at room temperature for 3 hours, diluted with 1 N hydrochloric acid (2.5 ml), and extracted with ethyl acetate. The ethyl acetate layer was washed with saturated aqueous sodium chloride solution, dried (MgSO4), and concentrated. The obtained crystals were collected by filtration, a... The reactants are CC(=O)OCC(CCOCc1ccccc1)COC(C)=O, CCO, [H][H]. The product is CC(=O)OCC(CCO)COC(C)=O. As a reaction SMILES: [C:1]([CH3:2])(=[O:3])[O:4][CH2:5][CH:6]([CH2:7][CH2:8][O:9][CH2:10][c:11]1[cH:12][cH:13][cH:14][cH:15][cH:16]1)[CH2:17][O:18][C:19]([CH3:20])=[O:21].[CH3:24][CH2:25][OH:26].[H:22][H:23]>>[C:1]([CH3:2])(=[O:3])[O:4][CH2:5][CH:6]([CH2:7][CH2:8][OH:9])[CH2:17][O:18][C:19]([CH3:20])=[O:21]. Reactants: ClC=1C=C2C(CN(CC2=C(C1)Cl)C)C1=CC=C(C=C1)[C@](C(=O)N)([C@H]([C@@H]([C@@H](CO)O)O)O)O ([4-(6,8-dichloro-2-methyl-1,2,3,4-tetrahydroisoquinolin-4-yl)phenyl]-(2R,3S,4R,5R)-2,3,4,5,6-pentahydroxyhexanamide), ClC(=O)OC1=CC=C(C=C1)[N+](=O)[O-] (4-nitrophenyl chloroformate), ClC=1C=C2C(CN(CC2=C(C1)Cl)C)C1=CC=C(C=C1)[C@](C(=O)N)([C@H]([C@@H]([C@@H](CO)O)O)O)O ([4-(6,8-dichloro-2-methyl-1,2,3,4-tetrahydroisoquinolin-4-yl)phenyl]-(2R,3S,4R,5R)-2,3,4,5,6-pentahydroxyhexanamide). Product: ClC=1C=C2C(CN(CC2=C(C1)Cl)C)C=1C=C(C=CC1)N (3-(6,8-dichloro-2-methyl-1,2,3,4-tetrahydroisoquinolin-4-yl)phenylamine). Reaction SMILES: [Cl:1][C:2]1[CH:3]=[C:4]2[C:9](=[C:10]([Cl:12])[CH:11]=1)[CH2:8][N:7]([CH3:13])[CH2:6][CH:5]2[C:14]1[CH:19]=[CH:18][C:17]([C@@](O)([C@@H](O)[C@H](O)[C@H](O)CO)C(N)=O)=[CH:16][CH:15]=1.ClC(OC1C=CC([N+:43]([O-])=O)=CC=1)=O>>[Cl:1][C:2]1[CH:3]=[C:4]2[C:9](=[C:10]([Cl:12])[CH:11]=1)[CH2:8][N:7]([CH3:13])[CH2:6][CH:5]2[C:14]1[CH:19]=[C:18]([NH2:43])[CH:17]=[CH:16][CH:15]=1. Procedure details: 1.54 g (5.0 mmol) of enantiomer B of intermediate 1 were reacted with 1.1 equivalents of 4-nitrophenyl chloroformate in a similar manner to the method described in Example 6, intermediate 1 to obtain 1.87 g of the title compound.